From a dataset of the Open Reaction Database (ORD), a public repository of structured organic reaction records. describe an organic reaction: reactants, conditions, products, and yield The reactants are O=C(O)c1ccn(C(F)F)n1, CC1(C)OC(N)=NC(C)(c2cc(N)ccc2F)C1(F)F. Product: CC1(C)OC(N)=NC(C)(c2cc(NC(=O)c3ccn(C(F)F)n3)ccc2F)C1(F)F. As a reaction SMILES: [F:21][CH:22]([n:23]1[n:24][c:25]([C:28](=[O:29])[OH:30])[cH:26][cH:27]1)[F:31].[NH2:1][c:2]1[cH:3][cH:4][c:5]([F:20])[c:6]([C:8]2([CH3:19])[N:9]=[C:10]([NH2:18])[O:11][C:12]([CH3:16])([CH3:17])[C:13]2([F:14])[F:15])[cH:7]1>>[NH:1]([c:2]1[cH:3][cH:4][c:5]([F:20])[c:6]([C:8]2([CH3:19])[N:9]=[C:10]([NH2:18])[O:11][C:12]([CH3:16])([CH3:17])[C:13]2([F:14])[F:15])[cH:7]1)[C:28]([c:25]1[n:24][n:23]([CH:22]([F:21])[F:31])[cH:27][cH:26]1)=[O:29]. Starting materials: Cl.ClCCN(CC1=CC=CC=C1)CCCl (bis(2-chloroethyl)benzylamine, hydrochloride), aqueous solution, [Na] (sodium). Solvent: O (water). Product: ClCCN(CC1=CC=CC=C1)CCCl (bis(2-chloroethyl)benzylamine). RXN SMILES: Cl.[Cl:2][CH2:3][CH2:4][N:5]([CH2:13][CH2:14][Cl:15])[CH2:6][C:7]1[CH:12]=[CH:11][CH:10]=[CH:9][CH:8]=1.[Na]>O>[Cl:2][CH2:3][CH2:4][N:5]([CH2:13][CH2:14][Cl:15])[CH2:6][C:7]1[CH:12]=[CH:11][CH:10]=[CH:9][CH:8]=1 |f:0.1,^1:15|. Procedure details: A solution of bis(2-chloroethyl)benzylamine, hydrochloride (3.4 g 12.6 mmol) in iced water (10 mL) is made alcaline with a 5N aqueous solution of sodium hydroxyde. Extraction with ethyl acetate, drying of the organic phase over magnesium sulphate and evaporation under reduced pressure affords bis(2-chloroethyl)benzylamine.